This data is from the Open Reaction Database (ORD), a public repository of structured organic reaction records. The task is: describe an organic reaction: reactants, conditions, products, and yield The product is C(CCCCCCCCCCCCCCC)(=O)OC(CSCCC(=O)NC=1C=C2CN(C(C2=CC1)=O)C(CCC(=O)OC(C)(C)C)C(=O)OC(C)(C)C)COC(CCCCCCCCCCCCCCC)=O (5-(6,7-bis(palmitoyloxy)-4-thiaheptanoyl)amino-2-(1,3-bis-(t-butyloxycarbonyl)propyl)isoindolin-1-one). The reactants are NC=1C=C2CN(C(C2=CC1)=O)C(CCC(=O)OC(C)(C)C)C(=O)OC(C)(C)C (5-amino-2-(1,3-bis-(t-butyloxycarbonyl)propyl)isoindolin-1-one), O (water), C(CCCCCCCCCCCCCCC)(=O)OC(CSCCC(=O)O)COC(CCCCCCCCCCCCCCC)=O (6,7-bis(palmitoyloxy)-4-thiaheptanoic acid). Procedure: To a solution of 5-amino-2-(1,3-bis-(t-butyloxycarbonyl)propyl)isoindolin-1-one (178 mg) in pyridine (2.3 ml), phosphorus trichloride (0.020 ml) was added, followed by stirring at room temperature for 2 hours. To this mixture, 6,7-bis(palmitoyloxy)-4-thiaheptanoic acid (150 mg) was added, followed by stirring at room temperature for 24 hours. After addition of water, the reaction mixture was extracted with ethyl acetate. The extract was washed with a 5% aqueous solution of citric acid, a saturat... The solvent is N1=CC=CC=C1 (pyridine), P(Cl)(Cl)Cl (phosphorus trichloride). Yield: 88.5%. RXN SMILES: [NH2:1][C:2]1[CH:3]=[C:4]2[C:8](=[CH:9][CH:10]=1)[C:7](=[O:11])[N:6]([CH:12]([C:22]([O:24][C:25]([CH3:28])([CH3:27])[CH3:26])=[O:23])[CH2:13][CH2:14][C:15]([O:17][C:18]([CH3:21])([CH3:20])[CH3:19])=[O:16])[CH2:5]2.[C:29]([O:46][CH:47]([CH2:55][O:56][C:57](=[O:73])[CH2:58][CH2:59][CH2:60][CH2:61][CH2:62][CH2:63][CH2:64][CH2:65][CH2:66][CH2:67][CH2:68][CH2:69][CH2:70][CH2:71][CH3:72])[CH2:48][S:49][CH2:50][CH2:51][C:52](O)=[O:53])(=[O:45])[CH2:30][CH2:31][CH2:32][CH2:33][CH2:34][CH2:35][CH2:36][CH2:37][CH2:38][CH2:39][CH2:40][CH2:41][CH2:42][CH2:43][CH3:44].O>N1C=CC=CC=1.P(Cl)(Cl)Cl>[C:29]([O:46][CH:47]([CH2:55][O:56][C:57](=[O:73])[CH2:58][CH2:59][CH2:60][CH2:61][CH2:62][CH2:63][CH2:64][CH2:65][CH2:66][CH2:67][CH2:68][CH2:69][CH2:70][CH2:71][CH3:72])[CH2:48][S:49][CH2:50][CH2:51][C:52]([NH:1][C:2]1[CH:3]=[C:4]2[C:8](=[CH:9][CH:10]=1)[C:7](=[O:11])[N:6]([CH:12]([C:22]([O:24][C:25]([CH3:28])([CH3:27])[CH3:26])=[O:23])[CH2:13][CH2:14][C:15]([O:17][C:18]([CH3:21])([CH3:20])[CH3:19])=[O:16])[CH2:5]2)=[O:53])(=[O:45])[CH2:30][CH2:31][CH2:32][CH2:33][CH2:34][CH2:35][CH2:36][CH2:37][CH2:38][CH2:39][CH2:40][CH2:41][CH2:42][CH2:43][CH3:44]. Conditions: time 2 hour. Starting materials: septum, [O-]P(=O)([O-])[O-].[K+].[K+].[K+] (K3PO4), C1(CCCCC1)P(C1=C(C=CC=C1)C1=C(C=CC=C1OC)OC)C1CCCCC1 (2-dicyclohexylphosphino-2′,6′-dimethoxy-1,1′-biphenyl), ClC1=CC=2N(C=C1)C(=CN2)C2=CC=C(CNC(=O)NC1=CC(=CC=C1)C(F)(F)F)C=C2 (1-[4-(7-chloro-imidazo[1,2-a]pyridin-3-yl)-benzyl]-3-(3-trifluoromethyl-phenyl)-urea), COC1=CC=C(C=N1)B(O)O (6-methoxy-pyridin-3-yl boronic acid). Reagents/catalysts: CC(=O)[O-].CC(=O)[O-].[Pd+2] (Pd(OAc)2). Run in O1CCOCC1.O (dioxane H2O), O (H2O), C(Cl)Cl (CH2Cl2). Conditions: temperature 40 celsius. Product: COC1=CC=C(C=N1)C1=CC=2N(C=C1)C(=CN2)C2=CC=C(CNC(=O)NC1=CC(=CC=C1)C(F)(F)F)C=C2 (1-{4-[7-(6-Methoxy-pyridin-3-yl)-imidazo[1,2-a]pyridin-3-yl]-benzyl}-3-(3-trifluoromethyl-phenyl)-urea). The yield is 56.0%. Reaction SMILES: Cl[C:2]1[CH:7]=[CH:6][N:5]2[C:8]([C:11]3[CH:31]=[CH:30][C:14]([CH2:15][NH:16][C:17]([NH:19][C:20]4[CH:25]=[CH:24][CH:23]=[C:22]([C:26]([F:29])([F:28])[F:27])[CH:21]=4)=[O:18])=[CH:13][CH:12]=3)=[CH:9][N:10]=[C:4]2[CH:3]=1.[CH3:32][O:33][C:34]1[N:39]=[CH:38][C:37](B(O)O)=[CH:36][CH:35]=1.C1(P(C2CCCCC2)C2C=CC=CC=2C2C(OC)=CC=CC=2OC)CCCCC1.[O-]P([O-])([O-])=O.[K+].[K+].[K+]>CC([O-])=O.CC([O-])=O.[Pd+2].O.C(Cl)Cl.O1CCOCC1.O>[CH3:32][O:33][C:34]1[N:39]=[CH:38][C:37]([C:2]2[CH:7]=[CH:6][N:5]3[C:8]([C:11]4[CH:31]=[CH:30][C:14]([CH2:15][NH:16][C:17]([NH:19][C:20]5[CH:25]=[CH:24][CH:23]=[C:22]([C:26]([F:29])([F:28])[F:27])[CH:21]=5)=[O:18])=[CH:13][CH:12]=4)=[CH:9][N:10]=[C:4]3[CH:3]=2)=[CH:36][CH:35]=1 |f:3.4.5.6,7.8.9,12.13|. Reported procedure: Load a 5 mL septum capped vial with the following: small magnetic stir bar, 1-[4-(7-chloro-imidazo[1,2-a]pyridin-3-yl)-benzyl]-3-(3-trifluoromethyl-phenyl)-urea (208 mg, 0.46 mmol), 6-methoxy-pyridin-3-yl boronic acid (0.51 mmols, 1.1 Eq), 2-dicyclohexylphosphino-2′,6′-dimethoxy-1,1′-biphenyl (23.6 mg), Pd(OAc)2 (5 mg), K3PO4 (218 mg, 1.03 mmol), dioxane:H2O 2:1 (3 mL). Deoxygenate the reaction with N2 and heat to 40° C. for 24 hours. Cool the mixture and pour into a separatory funnel containing... Starting materials: CC(C(=O)OCC)C(=O)OCC (diethyl 2-methylmalonate), N1=CC=CC=C1 (pyridine), FC=1C=C(C=C(C1)F)N (3,5-difluorobenzenamine). Reaction conditions: temperature 130 celsius. Product: FC=1C=C(C=C(C1)F)NC(C(C(=O)OCC)C)=O (ethyl 3-(3,5-difluorophenylamino)-2-methyl-3-oxopropanoate). As a reaction SMILES: [CH3:1][CH:2]([C:8]([O:10]CC)=O)[C:3]([O:5][CH2:6][CH3:7])=[O:4].N1C=CC=CC=1.[F:19][C:20]1[CH:21]=[C:22]([NH2:27])[CH:23]=[C:24]([F:26])[CH:25]=1>>[F:19][C:20]1[CH:21]=[C:22]([NH:27][C:8](=[O:10])[CH:2]([CH3:1])[C:3]([O:5][CH2:6][CH3:7])=[O:4])[CH:23]=[C:24]([F:26])[CH:25]=1. Procedure: Prepared according to Procedure A using diethyl 2-methylmalonate (34.5 mL, 205 mmol), pyridine (15.6 mL, 190 mmol), and 3,5-difluorobenzenamine (12.4 g, 96 mmol). The reaction was heated to 130° C. for 2 days. Purification afforded ethyl 3-(3,5-difluorophenylamino)-2-methyl-3-oxopropanoate. Mass Spectrum (ESI) m/e=258.2 (M+1). Starting materials: O1CCOC12CCC(CC2)C2CCC(C(C2)O)C2=C(C(=C(C=C2)OCC)F)F (5-(1,4-dioxaspiro[4.5]dec-8-yl)-2-(4-ethoxy-2,3-difluorophenyl)cyclohexanol), Cl (hydrochloric acid), [H-].[Na+] (sodium hydride), O (water). Run in CN(C)C=O (DMF), CCCCC (n-pentane), C1(=CC=CC=C1)C (toluene). Conditions: temperature 90 celsius, time 20 hour. Yields the product O1CCOC12CCC(CC2)[C@@H]2CC[C@@H]1[C@H](OC3=C1C=CC(=C3F)OCC)C2 ((±)-(3R*,4aR*,9bS*)-3-(1,4-dioxaspiro[4.5]dec-8-yl)-7-ethoxy-6-fluoro-1,2,3,4,4a,9b-hexahydrodibenzofuran). RXN SMILES: [H-].[Na+].[O:3]1[C:7]2([CH2:12][CH2:11][CH:10]([CH:13]3[CH2:18][CH:17]([OH:19])[CH:16]([C:20]4[CH:25]=[CH:24][C:23]([O:26][CH2:27][CH3:28])=[C:22]([F:29])[C:21]=4F)[CH2:15][CH2:14]3)[CH2:9][CH2:8]2)[O:6][CH2:5][CH2:4]1.O.Cl>CCCCC.C1(C)C=CC=CC=1.CN(C=O)C>[O:6]1[C:7]2([CH2:8][CH2:9][CH:10]([C@H:13]3[CH2:18][C@H:17]4[O:19][C:21]5[C:22]([F:29])=[C:23]([O:26][CH2:27][CH3:28])[CH:24]=[CH:25][C:20]=5[C@@H:16]4[CH2:15][CH2:14]3)[CH2:11][CH2:12]2)[O:3][CH2:4][CH2:5]1 |f:0.1|. Procedure details: 30.0 g (0.75 mol) of sodium hydride (60% suspension in mineral oil) are washed repeatedly with n-pentane and suspended in 2500 ml of toluene. The suspension is heated to 90° C., and a solution of 101.5 g (0.26 mol) of 5-(1,4-dioxaspiro[4.5]dec-8-yl)-2-(4-ethoxy-2,3-difluorophenyl)cyclohexanol in 500 ml of DMF is metered in slowly. The batch is stirred at 90° C. for 20 h, cooled and hydrolysed using water. The mixture is neutralised by addition of 2 N hydrochloric acid, and the organic phase is s... Starting materials: CC(=O)OC(C)=O, COC(=O)CN(CC(O)CSc1ccc(Cl)cc1)c1ccccc1, O, c1ccncc1. Yields the product COC(=O)CN(CC(CSc1ccc(Cl)cc1)OC(C)=O)c1ccccc1. As a reaction SMILES: [CH3:25][C:26](=[O:27])[O:28][C:29](=[O:30])[CH3:31].[Cl:1][c:2]1[cH:3][cH:4][c:5]([S:8][CH2:9][CH:10]([CH2:11][N:12]([c:13]2[cH:14][cH:15][cH:16][cH:17][cH:18]2)[CH2:19][C:20](=[O:21])[O:22][CH3:23])[OH:24])[cH:6][cH:7]1.[OH2:32].[cH:33]1[cH:34][cH:35][n:36][cH:37][cH:38]1>>[Cl:1][c:2]1[cH:3][cH:4][c:5]([S:8][CH2:9][CH:10]([CH2:11][N:12]([c:13]2[cH:14][cH:15][cH:16][cH:17][cH:18]2)[CH2:19][C:20](=[O:21])[O:22][CH3:23])[O:24][C:26]([CH3:25])=[O:27])[cH:6][cH:7]1. The reactants are C(CCCCCCC)N(C(C1=CC=C(C(=O)O)C=C1)=O)CCCCCCCC (terephthalic acid bisoctylamide), C(C1=CC=C(C(=O)OC)C=C1)(=O)OC (dimethyl terephthalate), C(CCCCCCC)N (octylamine), C[O-].[Na+] (sodium methylate). The solvent is CO (methanol). Product: C(CCCCCCC)NC(C1=CC=C(C=C1)C(=O)OC)=O (4-carbomethoxybenzoic acid octylamide). The yield is 90.9%. Reaction SMILES: [C:1]([O:13][CH3:14])(=[O:12])[C:2]1[CH:11]=[CH:10][C:5]([C:6]([O:8]C)=O)=[CH:4][CH:3]=1.[CH2:15]([NH2:23])[CH2:16][CH2:17][CH2:18][CH2:19][CH2:20][CH2:21][CH3:22].C[O-].[Na+].C(N(CCCCCCCC)C(=O)C1C=CC(C(O)=O)=CC=1)CCCCCCC>CO>[CH2:15]([NH:23][C:6](=[O:8])[C:5]1[CH:4]=[CH:3][C:2]([C:1]([O:13][CH3:14])=[O:12])=[CH:11][CH:10]=1)[CH2:16][CH2:17][CH2:18][CH2:19][CH2:20][CH2:21][CH3:22] |f:2.3|. Procedure details: 19.4 g (0.1 mole) of dimethyl terephthalate and 12.9 g (0.1 mole) of octylamine are refluxed for 8 hours in 100 ml of methanol together with 9 g (0.05 mole) of sodium methylate (30% strength). Working up as in Example 1 produces 26.5 g (91%) of 4-carbomethoxybenzoic acid octylamide having a 30% terephthalic acid bisoctylamide content. Starting materials: CCOC(=O)c1cc(-c2ccc(OC)cc2)n[nH]c1=O, BrCC=Cc1ccccc1. Yields the product CCOC(=O)c1cc(-c2ccc(OC)cc2)nn(CC=Cc2ccccc2)c1=O. RXN SMILES: [CH2:1]([CH3:2])[O:3][C:4](=[O:5])[c:6]1[c:7](=[O:20])[nH:8][n:9][c:10](-[c:12]2[cH:13][cH:14][c:15]([O:18][CH3:19])[cH:16][cH:17]2)[cH:11]1.[CH2:21]([CH:22]=[CH:23][c:24]1[cH:25][cH:26][cH:27][cH:28][cH:29]1)[Br:30]>>[CH2:1]([CH3:2])[O:3][C:4](=[O:5])[c:6]1[c:7](=[O:20])[n:8]([CH2:21][CH:22]=[CH:23][c:24]2[cH:25][cH:26][cH:27][cH:28][cH:29]2)[n:9][c:10](-[c:12]2[cH:13][cH:14][c:15]([O:18][CH3:19])[cH:16][cH:17]2)[cH:11]1. Starting materials: Cc1ccccc1, CC1CCC(C(C)C)C(C(=O)Cl)C1, Oc1ccccc1O. Yields the product CC1CCC(C(C)C)C(C(=O)Oc2ccccc2O)C1. As a reaction SMILES: [CH3:22][c:23]1[cH:24][cH:25][cH:26][cH:27][cH:28]1.[CH:1]1([CH3:13])[CH2:2][CH:3]([C:10](=[O:11])[Cl:12])[CH:4]([CH:7]([CH3:8])[CH3:9])[CH2:5][CH2:6]1.[c:14]1([OH:15])[c:16]([OH:17])[cH:18][cH:19][cH:20][cH:21]1>>[CH:1]1([CH3:13])[CH2:2][CH:3]([C:10](=[O:11])[O:15][c:14]2[c:16]([OH:17])[cH:18][cH:19][cH:20][cH:21]2)[CH:4]([CH:7]([CH3:8])[CH3:9])[CH2:5][CH2:6]1.